This data is from the Open Reaction Database (ORD), a public repository of structured organic reaction records. The task is: describe an organic reaction: reactants, conditions, products, and yield The reactants are CCO, CCCCCCCCC(OC(=O)c1ccc([N+](=O)[O-])cc1)C(F)(F)F. Yields the product CCCCCCCCC(OC(=O)c1ccc(N)cc1)C(F)(F)F. Reaction SMILES: [CH3:26][CH2:27][OH:28].[F:1][C:2]([CH:3]([CH2:4][CH2:5][CH2:6][CH2:7][CH2:8][CH2:9][CH2:10][CH3:11])[O:12][C:13]([c:14]1[cH:15][cH:16][c:17]([N+:20]([O-:21])=[O:22])[cH:18][cH:19]1)=[O:23])([F:24])[F:25]>>[F:1][C:2]([CH:3]([CH2:4][CH2:5][CH2:6][CH2:7][CH2:8][CH2:9][CH2:10][CH3:11])[O:12][C:13]([c:14]1[cH:15][cH:16][c:17]([NH2:20])[cH:18][cH:19]1)=[O:23])([F:24])[F:25]. Reactants: [OH-].[Na+] (sodium hydroxide), N(=O)[O-].[Na+] (Sodium nitrite), NC1=NC=C(C(=C1)C)Br (2-amino-5-bromo-4-methylpyridine). Run in O (water), S(O)(O)(=O)=O (sulphuric acid). Run at temperature 0 celsius. Product: BrC=1C=NC(=CC1C)O (3-Bromo-6-hydroxy-4-methyl pyridine). Yield: 31.0%. As a reaction SMILES: N([O-])=O.[Na+].N[C:6]1[CH:11]=[C:10]([CH3:12])[C:9]([Br:13])=[CH:8][N:7]=1.[OH-:14].[Na+]>O.S(=O)(=O)(O)O>[Br:13][C:9]1[CH:8]=[N:7][C:6]([OH:14])=[CH:11][C:10]=1[CH3:12] |f:0.1,3.4|. Reported procedure: Sodium nitrite (5.44 g, 78.8 mmol) in water (14 ml) was added dropwise to 2-amino-5-bromo-4-methylpyridine (12.83 g, 68.6 mmol) in sulphuric acid (20%) (69 ml) at 0-5° C. After 1 h at 0° C. the solution was heated to reflux for 1 h. The solution was basified to pH 10 with sodium hydroxide solution (40%) and cooled to 5° C. and the precipitated product separated by filtration. Recrystallisation from ethanol gave the title compound (5.97 g, 31%) as white needles (m.p.200°-201° C.); δH (D6 -DMSO) 2... Starting materials: CC(CCO)C (3-methyl-1-butanol), CC(C)([O-])C.[Na+] (sodium tert-butoxide), ClC1=NC(=C2N=CN(C2=N1)C1OCCCC1)N (2-Chloro-9-(tetrahydro-2H-pyran-2-yl)-9H-purin-6-amine). Solvent: COCCOC (DME), COCCOC (DME), O (water). Reaction conditions: temperature 110 celsius. The product is CC(CCOC1=NC(=C2N=CN(C2=N1)C1OCCCC1)N)C (2-[(3-Methylbutyl)oxy]-9-(tetrahydro-2H-pyran-2-yl)-9H-Purin-6-amine), residue. RXN SMILES: [CH3:1][CH:2]([CH3:6])[CH2:3][CH2:4][OH:5].CC(C)([O-])C.[Na+].Cl[C:14]1[N:22]=[C:21]2[C:17]([N:18]=[CH:19][N:20]2[CH:23]2[CH2:28][CH2:27][CH2:26][CH2:25][O:24]2)=[C:16]([NH2:29])[N:15]=1>COCCOC.O>[CH3:1][CH:2]([CH3:6])[CH2:3][CH2:4][O:5][C:14]1[N:22]=[C:21]2[C:17]([N:18]=[CH:19][N:20]2[CH:23]2[CH2:28][CH2:27][CH2:26][CH2:25][O:24]2)=[C:16]([NH2:29])[N:15]=1 |f:1.2|. Reported procedure: To 3-methyl-1-butanol (1.03 mL) in DME (5 mL) was added sodium tert-butoxide (912 mg) in portions over 5 mins with stirring. The mixture was stirred at room temperature until homogeneous. 2-Chloro-9-(tetrahydro-2H-pyran-2-yl)-9H-purin-6-amine (600 mg) was added followed by DME (4.6 mL). The reaction was heated at 110° C. overnight. The reaction was allowed to cool, was taken up in water (20 mL) and washed with EtOAc (2×20 mL). The organics were extracted with brine, separated, dried over MgSO4, ... Starting materials: product, COC(N(C)C)OC (dimethylformamide dimethyl acetal), S(=O)(=O)([O-])C1=CC=C(C)C=C1.[NH+]1=CC=CC=C1 (pyridinium tosylate), CC1(N=C(SC1=C)SCC1=C(C=CC=C1)CC(=O)OC)C (methyl [α-(4,4-dimethyl-5-methylene-2-thiazolin-2-ylthio)-o-tolyl]acetate). Product: CN(C=C(C(=O)OC)C1=C(C=CC=C1)CSC=1SC(C(N1)(C)C)=C)C (methyl 3-dimethylamino-2-[α-(4,4-dimethyl-5-methylene-2-thiazolin-2-ylthio)-o-tolyl]prop-2-enoate). RXN SMILES: CO[CH:3](OC)[N:4]([CH3:6])[CH3:5].S(C1C=CC(C)=CC=1)([O-])(=O)=O.[NH+]1C=CC=CC=1.[CH3:26][C:27]1([CH3:46])[C:31](=[CH2:32])[S:30][C:29]([S:33][CH2:34][C:35]2[CH:40]=[CH:39][CH:38]=[CH:37][C:36]=2[CH2:41][C:42]([O:44][CH3:45])=[O:43])=[N:28]1>>[CH3:6][N:4]([CH3:5])[CH:3]=[C:41]([C:36]1[CH:37]=[CH:38][CH:39]=[CH:40][C:35]=1[CH2:34][S:33][C:29]1[S:30][C:31](=[CH2:32])[C:27]([CH3:26])([CH3:46])[N:28]=1)[C:42]([O:44][CH3:45])=[O:43] |f:1.2|. Reported procedure: This product (5.21 g), dimethylformamide dimethyl acetal (4.8 g) and pyridinium tosylate were heated together in a flask equipped with a Vigreaux column topped by a distillation head. The mixture was heated by an oil bath at 95° for 6 hours, causing the methanol produced by reaction to slowly distil off. The reaction mixture was then cooled, diluted with an aqueous solution of sodium hydrogen carbonate and extracted into ethyl acetate. The extract was washed with water, dried over magnesium sulp...